From a dataset of the Open Reaction Database (ORD), a public repository of structured organic reaction records. describe an organic reaction: reactants, conditions, products, and yield Starting materials: C(=O)(O)C(C)(OC1=CC=C(C=C1)CCCC(=O)NN(C(=O)NCCC)CC1=CC(=C(C=C1)Cl)Cl)C (1-[4-[4-(1-Carboxy-1-methylethoxy)-phenyl]butyryl]-2-(3,4-dichlorophenylmethyl)-4-(propyl)semicarbazide), C12(C(=O)CC(CC1)C2(C)C)CS(=O)(=O)O (camphorsulfonic acid). Solvent: C1(=CC=CC=C1)C (toluene). Conditions: temperature 90 celsius. The product is ClC=1C=C(CN2N=C(NC2=O)CCCC2=CC=C(OC(C(=O)O)(C)C)C=C2)C=CC1Cl (2-(4-{3-[1-(3,4-Dichlorobenzyl)-5-oxo-4,5-dihydro-1H-[1,2,4]triazol-3-yl]-propyl}-phenoxy)-2-methylpropionic acid). The yield is 67.9%. As a reaction SMILES: [C:1]([C:4]([CH3:35])([O:6][C:7]1[CH:12]=[CH:11][C:10]([CH2:13][CH2:14][CH2:15][C:16]([NH:18][N:19]([CH2:26][C:27]2[CH:32]=[CH:31][C:30]([Cl:33])=[C:29]([Cl:34])[CH:28]=2)[C:20]([NH:22]CCC)=[O:21])=O)=[CH:9][CH:8]=1)[CH3:5])([OH:3])=[O:2].C12(CS(O)(=O)=O)C(C)(C)C(CC1)CC2=O>C1(C)C=CC=CC=1>[Cl:34][C:29]1[CH:28]=[C:27]([CH:32]=[CH:31][C:30]=1[Cl:33])[CH2:26][N:19]1[C:20](=[O:21])[NH:22][C:16]([CH2:15][CH2:14][CH2:13][C:10]2[CH:11]=[CH:12][C:7]([O:6][C:4]([CH3:35])([CH3:5])[C:1]([OH:3])=[O:2])=[CH:8][CH:9]=2)=[N:18]1. Procedure: To substrate 1-[4-[4-(1-Carboxy-1-methylethoxy)-phenyl]butyryl]-2-(3,4-dichlorophenylmethyl)-4-(propyl)semicarbazide (0.3658 g, 0.697 mmol) and camphorsulfonic acid (0.1658 g, 0.714 mmol) was added toluene (10 mL) and the resulting solution heated to 90° C. for 1 h. The solution was concentrated to an oil, and chromatographed on silica gel (7:3 ethyl acetate:hexanes) to afford title compound as an oil (0.2397 g, 0.473 mmol, 68%): 1H NMR (DMSO-d6) δ 12.95 (br s, 1 H), 7.58 (d, 2 H, J=8 Hz), 7.46 ...